From a dataset of the Open Reaction Database (ORD), a public repository of structured organic reaction records. describe an organic reaction: reactants, conditions, products, and yield The reactants are CC(C)(C)[O-], COCCOC, CCOC(C)=O, N#Cc1cnc(Cl)c2c1[nH]c1ccc(F)cc12, Nc1c(F)cc(F)cc1F, [Na+], O. Yields the product N#Cc1cnc(Nc2c(F)cc(F)cc2F)c2c1[nH]c1ccc(F)cc12. Reaction SMILES: [CH3:28][C:29]([CH3:30])([O-:31])[CH3:32].[CH3:34][O:35][CH2:36][CH2:37][O:38][CH3:39].[CH3:40][CH2:41][O:42][C:43](=[O:44])[CH3:45].[Cl:1][c:2]1[n:3][cH:4][c:5]([C:16]#[N:17])[c:6]2[nH:7][c:8]3[cH:9][cH:10][c:11]([F:15])[cH:12][c:13]3[c:14]12.[F:18][c:19]1[c:20]([NH2:21])[c:22]([F:27])[cH:23][c:24]([F:26])[cH:25]1.[Na+:33].[OH2:46]>>[c:2]1([NH:21][c:20]2[c:19]([F:18])[cH:25][c:24]([F:26])[cH:23][c:22]2[F:27])[n:3][cH:4][c:5]([C:16]#[N:17])[c:6]2[nH:7][c:8]3[cH:9][cH:10][c:11]([F:15])[cH:12][c:13]3[c:14]12. Reactants: CC1(C)OCc2cc(C(O)CNCCCCCCOCCC#Cc3cccc(S(=O)(=O)N(COCC[Si](C)(C)C)CC(N)=O)c3)ccc2O1, CCO, O=[Pt]. Yields the product CC1(C)OCc2cc(C(O)CNCCCCCCOCCCCc3cccc(S(=O)(=O)N(COCC[Si](C)(C)C)CC(N)=O)c3)ccc2O1. RXN SMILES: [CH3:1][C:2]1([CH3:49])[O:3][CH2:4][c:5]2[c:6]([cH:8][cH:9][c:10]([CH:12]([CH2:13][NH:14][CH2:15][CH2:16][CH2:17][CH2:18][CH2:19][CH2:20][O:21][CH2:22][CH2:23][C:24]#[C:25][c:26]3[cH:27][c:28]([S:32](=[O:33])(=[O:34])[N:35]([CH2:36][C:37](=[O:38])[NH2:39])[CH2:40][O:41][CH2:42][CH2:43][Si:44]([CH3:45])([CH3:46])[CH3:47])[cH:29][cH:30][cH:31]3)[OH:48])[cH:11]2)[O:7]1.[CH3:50][CH2:51][OH:52].[Pt:53]=[O:54]>>[CH3:1][C:2]1([CH3:49])[O:3][CH2:4][c:5]2[c:6]([cH:8][cH:9][c:10]([CH:12]([CH2:13][NH:14][CH2:15][CH2:16][CH2:17][CH2:18][CH2:19][CH2:20][O:21][CH2:22][CH2:23][CH2:24][CH2:25][c:26]3[cH:27][c:28]([S:32](=[O:33])(=[O:34])[N:35]([CH2:36][C:37](=[O:38])[NH2:39])[CH2:40][O:41][CH2:42][CH2:43][Si:44]([CH3:45])([CH3:46])[CH3:47])[cH:29][cH:30][cH:31]3)[OH:48])[cH:11]2)[O:7]1. Reaction SMILES: [H-].[Al+3].[Li+].[H-].[H-].[H-].[CH2:7]([CH2:14][NH:15][CH:16]1[C:24]2[C:19](=[CH:20][CH:21]=[CH:22][CH:23]=2)[C:18](=[O:25])[CH:17]1[CH3:26])[C:8]1[CH:13]=[CH:12][CH:11]=[CH:10][CH:9]=1>O1CCCC1>[CH2:7]([CH2:14][NH:15][CH:16]1[C:24]2[C:19](=[CH:20][CH:21]=[CH:22][CH:23]=2)[CH:18]([OH:25])[CH:17]1[CH3:26])[C:8]1[CH:9]=[CH:10][CH:11]=[CH:12][CH:13]=1 |f:0.1.2.3.4.5|. Run at time 4 hour. The product is C(C1=CC=CC=C1)CNC1C(C(C2=CC=CC=C12)O)C (3-benzylmethylamino-2-methylindan-1-ol). The solvent is O1CCCC1 (tetrahydrofuran), O1CCCC1 (tetrahydrofuran). Procedure: An ice-cold suspension of 1.5 grams (0.040 mole) of lithium aluminum hydride in 35 ml of dry tetrahydrofuran is treated dropwise over a period of about 30 minutes with a solution of 10.4 grams (0.039 mole) of 3-benzylmethylamino-2-methylindan-1-one in 80 ml of tetrahydrofuran. The mixture is stirred at 0° for 4 hours and then quenched by the addition of ethylacetate, 2N sodium hydroxide and water. The solids are filtered, and the filtrate is dried over magnesium sulfate, filtered and evaporated ... Reactants: ice, [H-].[Al+3].[Li+].[H-].[H-].[H-] (lithium aluminum hydride), C(C1=CC=CC=C1)CNC1C(C(C2=CC=CC=C12)=O)C (3-benzylmethylamino-2-methylindan-1-one). Reactants: CCO, C1=C(c2c[nH]c3ccccc23)CCC2(C1)OCCO2. Product: c1ccc2c(C3CCC4(CC3)OCCO4)c[nH]c2c1. Reaction SMILES: [CH3:20][CH2:21][OH:22].[O:1]1[CH2:2][CH2:3][O:4][C:5]12[CH2:6][CH:7]=[C:8]([c:11]1[cH:12][nH:13][c:14]3[cH:15][cH:16][cH:17][cH:18][c:19]13)[CH2:9][CH2:10]2>>[O:1]1[CH2:2][CH2:3][O:4][C:5]12[CH2:6][CH2:7][CH:8]([c:11]1[cH:12][nH:13][c:14]3[cH:15][cH:16][cH:17][cH:18][c:19]13)[CH2:9][CH2:10]2. The reactants are COC1=C(N)C=C(C=C1)S(=O)(=O)C (2-methoxy-5-methylsulfonyl aniline), B(Br)(Br)Br (boron tribromide). Run in C(Cl)(Cl)Cl (chloroform). Run at time 20 minute. The product is CS(=O)(=O)C1=CC(=C(C=C1)O)N (4-Methylsulfonyl-2-aminophenol), product. Isolated yield 15.0%. Reaction SMILES: C[O:2][C:3]1[CH:9]=[CH:8][C:7]([S:10]([CH3:13])(=[O:12])=[O:11])=[CH:6][C:4]=1[NH2:5].B(Br)(Br)Br>C(Cl)(Cl)Cl>[CH3:13][S:10]([C:7]1[CH:8]=[CH:9][C:3]([OH:2])=[C:4]([NH2:5])[CH:6]=1)(=[O:11])=[O:12]. Procedure: The title compound was prepared by reacting 2-methoxy-5-methylsulfonyl aniline (5.0 g, 24.8 mmol) with boron tribromide (26 mmol, 26 mL, 1M in dichloromethane) in chloroform (30 m L) at 0 C.°. After 20 minutes, the reaction was quenched with sodium bicarbonate and the ph of the aqueous phase was adjusted to pH 7 and extracted with ethyl acetate. Concentration under reduced pressure gave 690 mg of product as an orange solid (15%). Reactants: C(C1=CN=CC=C1)(=O)NC1=C(C=CC=C1)OC (N-nicotinoyl-2-methoxyaniline), [H][H] (hydrogen). Reagents/catalysts: [Pd] (palladium-on-carbon). The solvent is C(C)O (ethanol). Yields the product C(C1=CNCCC1)(=O)NC1=C(C=CC=C1)OC (N-(1,4,5,6-tetrahydronicotinoyl)-2-methoxyaniline). The yield is 60.0%. Reaction SMILES: [C:1]([NH:9][C:10]1[CH:15]=[CH:14][CH:13]=[CH:12][C:11]=1[O:16][CH3:17])(=[O:8])[C:2]1[CH:7]=[CH:6][CH:5]=[N:4][CH:3]=1.[H][H]>C(O)C.[Pd]>[C:1]([NH:9][C:10]1[CH:15]=[CH:14][CH:13]=[CH:12][C:11]=1[O:16][CH3:17])(=[O:8])[C:2]1[CH2:7][CH2:6][CH2:5][NH:4][CH:3]=1. Procedure details: Twenty-seven grams of N-nicotinoyl-2-methoxyaniline was dissolved in 800 ml of 10% hydrous ethanol. To the solution, 5 g of 10% palladium-on-carbon was added and the mixture was hydrogenated at 40° to 50° C. under atmospheric pressure. After 2 mols of hydrogen was introduced over a period of about 6 hours, the reaction was stopped and the catalyst was removed. The liquid reaction mixture was concentrated and the residual oil was purified with column chromatography on silica gel and recrystallize... Reactants: C(=O)(OC)/C=C/C=1C(NC(N([C@H]2C[C@H](O)[C@@H](CO)O2)C1)=O)=O ((E)-5-(2-carbomethoxyvinyl)-2′-deoxyuridine). The solvent is [OH-].[Na+] (NaOH). Run at time 3 hour. Yields the product C(=O)(O)/C=C/C=1C(NC(N([C@H]2C[C@H](O)[C@@H](CO)O2)C1)=O)=O (E-5-(2-Carboxyvinyl)-2′-deoxyuridine). The yield is 77.0%. Reaction SMILES: [C:1](/[CH:5]=[CH:6]/[C:7]1[C:8](=[O:22])[NH:9][C:10](=[O:21])[N:11]([CH:20]=1)[C@@H:12]1[O:19][C@H:16]([CH2:17][OH:18])[C@@H:14]([OH:15])[CH2:13]1)([O:3]C)=[O:2]>[OH-].[Na+]>[C:1](/[CH:5]=[CH:6]/[C:7]1[C:8](=[O:22])[NH:9][C:10](=[O:21])[N:11]([CH:20]=1)[C@@H:12]1[O:19][C@H:16]([CH2:17][OH:18])[C@@H:14]([OH:15])[CH2:13]1)([OH:3])=[O:2] |f:1.2|. Procedure: (E)-5-(2-carbomethoxyvinyl)-2′-deoxyuridine (6.0 g, 19.33 mmol) was dissolved in 300 mL of 1 M NaOH and the mixture stirred at room temperature for 3 hrs, filtered and the filtrate adjusted to pH 2 with 1M HCl. On cooling at 4° C. a white precipitate formed. This was filtered off and washed with cold water (2×20 ml) and acetone (2×20 mL) and dred to give a white solid (4.441 g, yield 77.1%).